From a dataset of the Open Reaction Database (ORD), a public repository of structured organic reaction records. describe an organic reaction: reactants, conditions, products, and yield Reactants: S1C(NC(C1)=O)=O (Thiazolidine-2,4-dione), C(=O)C1=CC(=C(OC2=C(C=C(C#N)C=C2)C(F)(F)F)C=C1)OC (4-(4-Formyl-2-methoxy-phenoxy)-3-trifluoromethyl-benzonitrile), C(C1=CC=CC=C1)(=O)O (benzoic acid), N1CCCCC1 (piperidine). Run in C1(=CC=CC=C1)C (toluene). Conditions: temperature 130 celsius. Product: O=C1SC(C(N1)=O)=CC1=CC(=C(OC2=C(C=C(C#N)C=C2)C(F)(F)F)C=C1)OC (4-[4-(2,4-Dioxo-thiazolidin-5-ylidenemethyl)-2-methoxy-phenoxy]-3-trifluoromethyl-benzonitrile). RXN SMILES: [S:1]1[CH2:5][C:4](=[O:6])[NH:3][C:2]1=[O:7].[CH:8]([C:10]1[CH:28]=[CH:27][C:13]([O:14][C:15]2[CH:22]=[CH:21][C:18]([C:19]#[N:20])=[CH:17][C:16]=2[C:23]([F:26])([F:25])[F:24])=[C:12]([O:29][CH3:30])[CH:11]=1)=O.C(O)(=O)C1C=CC=CC=1.N1CCCCC1>C1(C)C=CC=CC=1>[O:7]=[C:2]1[NH:3][C:4](=[O:6])[C:5](=[CH:8][C:10]2[CH:28]=[CH:27][C:13]([O:14][C:15]3[CH:22]=[CH:21][C:18]([C:19]#[N:20])=[CH:17][C:16]=3[C:23]([F:24])([F:25])[F:26])=[C:12]([O:29][CH3:30])[CH:11]=2)[S:1]1. Procedure details: Thiazolidine-2,4-dione (2.55 g, 21.79 mmol) and 4-(4-Formyl-2-methoxy-phenoxy)-3-trifluoromethyl-benzonitrile (21.79 mmol) were dissolved in toluene (150 mL) and treated with benzoic acid (3.27 mmol) and piperidine (2.83 mmol). The flask was equipped with a Dean-Stark trap, and the reaction was refluxed in a 130° C. oil bath for 12 h. After cooling to RT, the product was collected by filtration and triturated with hexanes to afford the title compound. 1H NMR (400 Hz, DMSO-d6) δ 12.68 (NH), 8.32 ... Reactants: BrC=1C=C(C=CC1)NC1=NC=NC2=CC=C(C=C12)N (N-(3-bromophenyl)-4,6-quinazolindiamine), C(C)(C)SSCC(=O)O (iso-Propyldisulfanyl-acetic acid), CN1CCOCC1 (N-methylmorpholine), ClC(=O)OCC(C)C (isobutyl chloroformate). The solvent is C(Cl)Cl (methylene chloride), CO (methanol), O1CCCC1 (tetrahydrofuran). Reaction conditions: temperature 0 celsius, time 5 minute. The product is BrC=1C=C(C=CC1)NC1=NC=NC2=CC=C(C=C12)NC(CSSC(C)C)=O (N-[4-(3-Bromo-phenylamino)-quinazolin-6-yl]-2-isopropyldisulfanyl-acetamide). The yield is 1.0%. RXN SMILES: [CH:1]([S:4][S:5][CH2:6][C:7]([OH:9])=O)([CH3:3])[CH3:2].ClC(OCC(C)C)=O.CN1CCOCC1.[Br:25][C:26]1[CH:27]=[C:28]([NH:32][C:33]2[C:42]3[C:37](=[CH:38][CH:39]=[C:40]([NH2:43])[CH:41]=3)[N:36]=[CH:35][N:34]=2)[CH:29]=[CH:30][CH:31]=1>O1CCCC1.C(Cl)Cl.CO>[Br:25][C:26]1[CH:27]=[C:28]([NH:32][C:33]2[C:42]3[C:37](=[CH:38][CH:39]=[C:40]([NH:43][C:7](=[O:9])[CH2:6][S:5][S:4][CH:1]([CH3:2])[CH3:3])[CH:41]=3)[N:36]=[CH:35][N:34]=2)[CH:29]=[CH:30][CH:31]=1. Procedure details: A solution of 1.4 grams of disulfide acid from Example 78 in 30 mL of tetrahydrofuran was cooled in an ice bath. A 1.1 mL portion of isobutyl chloroformate followed by a 0.9 mL portion of N-methylmorpholine were added. After stirring for 5 minutes at 0° C., 0.66 grams of N-(3-bromophenyl)-4,6-quinazolindiamine was added. The mixture was stirred for 3 hours at 0° C. and then allowed to warm to room temperature. The reaction was quenched with water and the tetrahydrofuran was evaporated under vacu... Reactants: C(C)OC(=O)C=1N(C2=CC=C(C=C2C1CNC)F)CC1=CC=CC2=CC=CC=C12 (5-Fluoro-3-methylaminomethyl-1-naphthalen-1-ylmethyl-1H-indole-2-carboxylic acid ethyl ester), ClC(=O)OC (methyl chloroformate). Yields the product C(C)OC(=O)C=1N(C2=CC=C(C=C2C1CN(C)C(=O)OC)F)CC1=CC=CC2=CC=CC=C12 (5-fluoro-3-[(methoxycarbonyl-methyl-amino)-methyl]-1-naphthalen-1-ylmethyl-1H-indole-2-carboxylic acid ethyl ester). RXN SMILES: [CH2:1]([O:3][C:4]([C:6]1[N:7]([CH2:19][C:20]2[C:29]3[C:24](=[CH:25][CH:26]=[CH:27][CH:28]=3)[CH:23]=[CH:22][CH:21]=2)[C:8]2[C:13]([C:14]=1[CH2:15][NH:16][CH3:17])=[CH:12][C:11]([F:18])=[CH:10][CH:9]=2)=[O:5])[CH3:2].Cl[C:31]([O:33][CH3:34])=[O:32]>>[CH2:1]([O:3][C:4]([C:6]1[N:7]([CH2:19][C:20]2[C:29]3[C:24](=[CH:25][CH:26]=[CH:27][CH:28]=3)[CH:23]=[CH:22][CH:21]=2)[C:8]2[C:13]([C:14]=1[CH2:15][N:16]([C:31]([O:33][CH3:34])=[O:32])[CH3:17])=[CH:12][C:11]([F:18])=[CH:10][CH:9]=2)=[O:5])[CH3:2]. Procedure details: 5-Fluoro-3-methylaminomethyl-1-naphthalen-1-ylmethyl-1H-indole-2-carboxylic acid ethyl ester (from Example 86.1.) was reacted with methyl chloroformate as described in Example 77.1. to give 5-fluoro-3-[(methoxycarbonyl-methyl-amino)-methyl]-1-naphthalen-1-ylmethyl-1H-indole-2-carboxylic acid ethyl ester which was hydrolyzed as described in the general procedure B (Exp. 2.2) to give the title compound as a colorless foam. MS: 419.5 ([M−H]−). The product is C(C)(C)(C)OC(C(=C)CN(CC1=CC=CC=C1)CC1=CC=CC=C1)=O (2-(dibenzylaminomethyl)propenoic acid t-butyl ester). Reactants: C([O-])([O-])=O.[K+].[K+] (potassium carbonate), C(C)(C)(C)OC(C(=C)CBr)=O (2-(bromomethyl)propenoic acid t-butyl ester), C(C1=CC=CC=C1)NCC1=CC=CC=C1 (dibenzylamine). Solvent: C(C)#N (acetonitrile), C(C)#N (acetonitrile). Procedure details: A solution of 2-(bromomethyl)propenoic acid t-butyl ester (20 g, 90.5 mmole) in dry acetonitrile (360 ml), cooled to 0° C., was treated with solid potassium carbonate (15.63 g, 113 mmole), followed by a solution of dibenzylamine (17.83 g, 90.5 mmole), in dry acetonitrile (600 ml), producing a 10° C. exotherm. The reaction was stirred at 0° C. for 0.5 hours, followed by 1 hour at room temperature, and then partitioned between water and diethyl ether. The ether phase was washed again with water, d... As a reaction SMILES: [C:1]([O:5][C:6](=[O:11])[C:7]([CH2:9]Br)=[CH2:8])([CH3:4])([CH3:3])[CH3:2].C(=O)([O-])[O-].[K+].[K+].[CH2:18]([NH:25][CH2:26][C:27]1[CH:32]=[CH:31][CH:30]=[CH:29][CH:28]=1)[C:19]1[CH:24]=[CH:23][CH:22]=[CH:21][CH:20]=1>C(#N)C>[C:1]([O:5][C:6](=[O:11])[C:7]([CH2:9][N:25]([CH2:18][C:19]1[CH:24]=[CH:23][CH:22]=[CH:21][CH:20]=1)[CH2:26][C:27]1[CH:32]=[CH:31][CH:30]=[CH:29][CH:28]=1)=[CH2:8])([CH3:4])([CH3:3])[CH3:2] |f:1.2.3|. Isolated yield 77.9%. Reaction conditions: temperature 0 celsius, time 0.5 hour. Reactants: Nc1ccc(F)c(Br)c1, CCO, CC#N, CCN(C(C)C)C(C)C, ON=C(Cl)c1nonc1N1CCOCC1. The product is ON=C(Nc1ccc(F)c(Br)c1)c1nonc1N1CCOCC1. As a reaction SMILES: [Br:16][c:17]1[cH:18][c:19]([NH2:20])[cH:21][cH:22][c:23]1[F:24].[CH3:34][CH2:35][OH:36].[CH3:37][C:38]#[N:39].[CH:25]([N:26]([CH2:27][CH3:28])[CH:29]([CH3:30])[CH3:31])([CH3:32])[CH3:33].[OH:1][N:2]=[C:3]([c:4]1[n:5][o:6][n:7][c:8]1[N:9]1[CH2:10][CH2:11][O:12][CH2:13][CH2:14]1)[Cl:15]>>[OH:1][N:2]=[C:3]([c:4]1[n:5][o:6][n:7][c:8]1[N:9]1[CH2:10][CH2:11][O:12][CH2:13][CH2:14]1)[NH:20][c:19]1[cH:18][c:17]([Br:16])[c:23]([F:24])[cH:22][cH:21]1. The reactants are BrC1=C(C(=O)O)C=CC(=C1)\C=C/C(C(F)(F)F)C1=CC(=C(C(=C1)Cl)Cl)Cl ((Z)-2-bromo-4-(4,4,4-trifluoro-3-(3,4,5-trichlorophenyl)but-1-en-1-yl)benzoic acid), Cl.NCC(=O)NCC(F)(F)F (2-amino-N-(2,2,2-trifluoroethyl)acetamide hydrochloride). Run in CCOCC (Et2O), C1CCOC1 (THF). Conditions: temperature 50 celsius. Product: BrC1=C(C(=O)NCC(NCC(F)(F)F)=O)C=CC(=C1)\C=C/C(C(F)(F)F)C1=CC(=C(C(=C1)Cl)Cl)Cl ((Z)-2-Bromo-N-(2-oxo-2-((2,2,2-trifluoroethyl)amino)ethyl)-4-(4,4,4-trifluoro-3-(3,4,5-trichlorophenyl)but-1-en-1-yl)benzamide), foam. The yield is 41.0%. RXN SMILES: [Br:1][C:2]1[CH:10]=[C:9](/[CH:11]=[CH:12]\[CH:13]([C:18]2[CH:23]=[C:22]([Cl:24])[C:21]([Cl:25])=[C:20]([Cl:26])[CH:19]=2)[C:14]([F:17])([F:16])[F:15])[CH:8]=[CH:7][C:3]=1[C:4]([OH:6])=O.Cl.[NH2:28][CH2:29][C:30]([NH:32][CH2:33][C:34]([F:37])([F:36])[F:35])=[O:31]>C1COCC1.CCOCC>[Br:1][C:2]1[CH:10]=[C:9](/[CH:11]=[CH:12]\[CH:13]([C:18]2[CH:23]=[C:22]([Cl:24])[C:21]([Cl:25])=[C:20]([Cl:26])[CH:19]=2)[C:14]([F:15])([F:17])[F:16])[CH:8]=[CH:7][C:3]=1[C:4]([NH:28][CH2:29][C:30](=[O:31])[NH:32][CH2:33][C:34]([F:37])([F:36])[F:35])=[O:6] |f:1.2|. Procedure: To a stirred solution of (Z)-2-bromo-4-(4,4,4-trifluoro-3-(3,4,5-trichlorophenyl)but-1-en-1-yl)benzoic acid (200 mg, 0.41 mmol) in anhydrous THF (5.0 mL) was added DCI (82 mg, 0.51 mmol). The mixture was heated in a 50° C. oil bath for 1.5 h, treated with 2-amino-N-(2,2,2-trifluoroethyl)acetamide hydrochloride (109 mg, 0.057 mmol) and the resulting mixture heated to reflux for 8 h. After cooling to ambient temperature, the mixture was taken up in Et2O and washed twice with aq. 5% NaHSO4 (2×) and... The reactants are OC1=C2CCC(NC2=CC=C1)=O (5-hydroxy-3,4-dihydro-carbostyril), C1(=CC=CC=C1)S(=O)CCCCBr (4-phenylsulfinyl-butyl bromide). Yields the product C1(=CC=CC=C1)S(=O)CCCCOC1=C2CCC(NC2=CC=C1)=O (5-(4-Phenylsulfinyl-butoxy)-3,4-dihydro-carbostyril). RXN SMILES: [OH:1][C:2]1[CH:11]=[CH:10][CH:9]=[C:8]2[C:3]=1[CH2:4][CH2:5][C:6](=[O:12])[NH:7]2.[C:13]1([S:19]([CH2:21][CH2:22][CH2:23][CH2:24]Br)=[O:20])[CH:18]=[CH:17][CH:16]=[CH:15][CH:14]=1>>[C:13]1([S:19]([CH2:21][CH2:22][CH2:23][CH2:24][O:1][C:2]2[CH:11]=[CH:10][CH:9]=[C:8]3[C:3]=2[CH2:4][CH2:5][C:6](=[O:12])[NH:7]3)=[O:20])[CH:18]=[CH:17][CH:16]=[CH:15][CH:14]=1. Reported procedure: Prepared analogous to Example 4 from 5-hydroxy-3,4-dihydro-carbostyril and 4-phenylsulfinyl-butyl bromide. Reactants: [BH4-], CCCCOc1ccnc(C(=O)OC)c1, CO, [Na+]. The product is CCCCOc1ccnc(CO)c1. RXN SMILES: [BH4-:16].[CH2:1]([CH2:2][CH2:3][CH3:4])[O:5][c:6]1[cH:7][c:8]([C:12](=[O:13])[O:14][CH3:15])[n:9][cH:10][cH:11]1.[CH3:18][OH:19].[Na+:17]>>[CH2:1]([CH2:2][CH2:3][CH3:4])[O:5][c:6]1[cH:7][c:8]([CH2:12][OH:13])[n:9][cH:10][cH:11]1. Starting materials: CC(C(=O)NC1=CC(=CC=C1)C1CCN(CC1)CCCCCC(C1=CC=CC=C1)=O)C (2-methyl-N-{3-[1-(6-oxo-6-phenylhexyl)-4-piperidinyl]phenyl}propanamide), Cl.CC1=C(C=CC=C1)NN (1-(2-methylphenyl)hydrazine hydrochloride). Yields the product CC(C(=O)NC1=CC(=CC=C1)C1CCN(CC1)CCCCC1=C(NC2=C(C=CC=C12)C)C1=CC=CC=C1)C (2-METHYL-N-(3-{1-[4-(7-METHYL-2-PHENYL-1H-INDOL-3-YL)BUTYL]-4-PIPERIDINYL}PHENYL)PROPANAMIDE). As a reaction SMILES: [CH3:1][CH:2]([CH3:31])[C:3]([NH:5][C:6]1[CH:11]=[CH:10][CH:9]=[C:8]([CH:12]2[CH2:17][CH2:16][N:15]([CH2:18][CH2:19][CH2:20][CH2:21][CH2:22][C:23](=O)[C:24]3[CH:29]=[CH:28][CH:27]=[CH:26][CH:25]=3)[CH2:14][CH2:13]2)[CH:7]=1)=[O:4].Cl.[CH3:33][C:34]1[CH:39]=[CH:38][CH:37]=[CH:36][C:35]=1[NH:40]N>>[CH3:1][CH:2]([CH3:31])[C:3]([NH:5][C:6]1[CH:11]=[CH:10][CH:9]=[C:8]([CH:12]2[CH2:17][CH2:16][N:15]([CH2:18][CH2:19][CH2:20][CH2:21][C:22]3[C:36]4[C:35](=[C:34]([CH3:33])[CH:39]=[CH:38][CH:37]=4)[NH:40][C:23]=3[C:24]3[CH:29]=[CH:28][CH:27]=[CH:26][CH:25]=3)[CH2:14][CH2:13]2)[CH:7]=1)=[O:4] |f:1.2|. Reported procedure: Prepared by Procedure E and Scheme M using 2-methyl-N-{3-[1-(6-oxo-6-phenylhexyl)-4-piperidinyl]phenyl}propanamide and 1-(2-methylphenyl)hydrazine hydrochloride: ESMS m/e: 508.3 (M+H)+.